Dataset: the Open Reaction Database (ORD), a public repository of structured organic reaction records. Task: describe an organic reaction: reactants, conditions, products, and yield Reactants: ClC1=CC=CC=C1 (Chlorobenzene), C(C1=CC=CC=C1)(=O)Cl (benzoyl chloride), [N-](S(=O)(=O)C(F)(F)F)S(=O)(=O)C(F)(F)F.[N-](S(=O)(=O)C(F)(F)F)S(=O)(=O)C(F)(F)F.C(CCC)[N+]1=CN(C=C1)C.C(CCC)[N+]1=CN(C=C1)C (1-butyl-3-methylimidazolium bis-trifluoromethanesulfonimide). The reagents and catalysts are N(S(=O)(=O)C(F)(F)F)S(=O)(=O)C(F)(F)F.N(S(=O)(=O)C(F)(F)F)S(=O)(=O)C(F)(F)F.[Ni+2] (Nickel(II) bis-triflimide). Solvent: Petroleum ether, petroleum ether. Yields the product ClC1=C(C(=O)C2=CC=CC=C2)C=CC=C1 (chlorobenzophenone). The yield is 76.2%. As a reaction SMILES: [N-](S(C(F)(F)F)(=O)=O)S(C(F)(F)F)(=O)=O.[N-](S(C(F)(F)F)(=O)=O)S(C(F)(F)F)(=O)=O.C([N+]1C=CN(C)C=1)CCC.C([N+]1C=CN(C)C=1)CCC.[Cl:51][C:52]1[CH:57]=[CH:56][CH:55]=[CH:54][CH:53]=1.[C:58](Cl)(=[O:65])[C:59]1[CH:64]=[CH:63][CH:62]=[CH:61][CH:60]=1>N(S(C(F)(F)F)(=O)=O)S(C(F)(F)F)(=O)=O.N(S(C(F)(F)F)(=O)=O)S(C(F)(F)F)(=O)=O.[Ni+2]>[Cl:51][C:52]1[CH:57]=[CH:56][CH:55]=[CH:54][C:53]=1[C:58]([C:59]1[CH:64]=[CH:63][CH:62]=[CH:61][CH:60]=1)=[O:65] |f:0.1.2.3,6.7.8|. Reported procedure: Nickel(II) bis-triflimide (0.062 g, 0.1 mmol) was added to 1-butyl-3-methylimidazolium bis-trifluoromethanesulfonimide ([bmim] [NTf2]) (1.0 g) in a 25 cm3 round-bottomed flask equipped with a magnetic stirrer and reflux condenser, and the mixture stirred until the catalyst dissolved. Chlorobenzene (1.68 g, 15 mmol) and benzoyl chloride (1.41 g, 10 mmol) were added. The mixture was heated under reflux for 72 hours and was analysed by gas chromatographic analysis as in previous examples. The react... Starting materials: CCOC(=O)c1cc(-c2ccccc2O)n(C)n1, C1CCOC1, CO, Cl, [Li+], [OH-], O, O. Yields the product Cn1nc(C(=O)O)cc1-c1ccccc1O. Reaction SMILES: [CH2:1]([CH3:2])[O:3][C:4](=[O:5])[c:6]1[n:7][n:8]([CH3:18])[c:9](-[c:11]2[c:12]([OH:17])[cH:13][cH:14][cH:15][cH:16]2)[cH:10]1.[CH2:25]1[O:26][CH2:27][CH2:28][CH2:29]1.[CH3:19][OH:20].[ClH:24].[Li+:22].[OH-:21].[OH2:23].[OH2:30]>>[O:3]=[C:4]([OH:5])[c:6]1[n:7][n:8]([CH3:18])[c:9](-[c:11]2[c:12]([OH:17])[cH:13][cH:14][cH:15][cH:16]2)[cH:10]1. Reactants: CC(C)c1nn(Cc2cccc(Br)c2)c(=O)c(C(=O)NCC(=O)O)c1O, O=C([O-])[O-], C1COCCO1, CN1CCN(c2ccc(B3OC(C)(C)C(C)(C)O3)cn2)CC1, Cl, [K+], [K+], O, c1ccc(P(c2ccccc2)(c2ccccc2)[Pd](P(c2ccccc2)(c2ccccc2)c2ccccc2)(P(c2ccccc2)(c2ccccc2)c2ccccc2)P(c2ccccc2)(c2ccccc2)c2ccccc2)cc1. The product is CC(C)c1nn(Cc2cccc(-c3ccc(N4CCN(C)CC4)nc3)c2)c(=O)c(C(=O)NCC(=O)O)c1O. Reaction SMILES: [Br:1][c:2]1[cH:3][c:4]([CH2:8][n:9]2[n:10][c:11]([CH:24]([CH3:25])[CH3:26])[c:12]([OH:23])[c:13]([C:16](=[O:17])[NH:18][CH2:19][C:20](=[O:21])[OH:22])[c:14]2=[O:15])[cH:5][cH:6][cH:7]1.[C:49](=[O:50])([O-:51])[O-:52].[CH2:56]1[O:57][CH2:58][CH2:59][O:60][CH2:61]1.[CH3:27][N:28]1[CH2:29][CH2:30][N:31]([c:34]2[n:35][cH:36][c:37]([B:40]3[O:41][C:42]([CH3:43])([CH3:44])[C:45]([CH3:46])([CH3:47])[O:48]3)[cH:38][cH:39]2)[CH2:32][CH2:33]1.[ClH:55].[K+:53].[K+:54].[OH2:62].[cH:63]1[cH:64][cH:65][c:66]([P:67]([Pd:68]([P:69]([c:70]2[cH:71][cH:72][cH:73][cH:74][cH:75]2)([c:76]2[cH:77][cH:78][cH:79][cH:80][cH:81]2)[c:82]2[cH:83][cH:84][cH:85][cH:86][cH:87]2)([P:88]([c:89]2[cH:90][cH:91][cH:92][cH:93][cH:94]2)([c:95]2[cH:96][cH:97][cH:98][cH:99][cH:100]2)[c:101]2[cH:102][cH:103][cH:104][cH:105][cH:106]2)[P:107]([c:108]2[cH:109][cH:110][cH:111][cH:112][cH:113]2)([c:114]2[cH:115][cH:116][cH:117][cH:118][cH:119]2)[c:120]2[cH:121][cH:122][cH:123][cH:124][cH:125]2)([c:126]2[cH:127][cH:128][cH:129][cH:130][cH:131]2)[c:132]2[cH:133][cH:134][cH:135][cH:136][cH:137]2)[cH:138][cH:139]1>>[c:2]1(-[c:37]2[cH:36][n:35][c:34]([N:31]3[CH2:30][CH2:29][N:28]([CH3:27])[CH2:33][CH2:32]3)[cH:39][cH:38]2)[cH:3][c:4]([CH2:8][n:9]2[n:10][c:11]([CH:24]([CH3:25])[CH3:26])[c:12]([OH:23])[c:13]([C:16](=[O:17])[NH:18][CH2:19][C:20](=[O:21])[OH:22])[c:14]2=[O:15])[cH:5][cH:6][cH:7]1. Reactants: O=C1CN(Cc2ccccc2)CC12CC2, C1CCOC1. Yields the product C=C1CN(Cc2ccccc2)CC12CC2. Reaction SMILES: [CH2:1]([c:2]1[cH:3][cH:4][cH:5][cH:6][cH:7]1)[N:8]1[CH2:9][C:10]2([CH2:11][CH2:12]2)[C:13](=[O:15])[CH2:14]1.[O:16]1[CH2:17][CH2:20][CH2:19][CH2:18]1>>[CH2:1]([c:2]1[cH:3][cH:4][cH:5][cH:6][cH:7]1)[N:8]1[CH2:9][C:10]2([CH2:11][CH2:12]2)[C:13](=[CH2:17])[CH2:14]1. RXN SMILES: [Cl:1][C:2]1[CH:19]=[C:18]([NH:20][C:21]2[CH:26]=[CH:25][C:24]([F:27])=[CH:23][C:22]=2[F:28])[CH:17]=[CH:16][C:3]=1[C:4]([C:6]1[CH:7]=[C:8]([CH:12]=[CH:13][C:14]=1[CH3:15])[C:9](O)=[O:10])=[O:5].CC(C)C([SiH2][O:35][NH2:36])(C)C>>[Cl:1][C:2]1[CH:19]=[C:18]([NH:20][C:21]2[CH:26]=[CH:25][C:24]([F:27])=[CH:23][C:22]=2[F:28])[CH:17]=[CH:16][C:3]=1[C:4]([C:6]1[CH:7]=[C:8]([CH:12]=[CH:13][C:14]=1[CH3:15])[C:9]([NH:36][OH:35])=[O:10])=[O:5]. The product is ethyl acetate petroleum ether, ClC1=C(C(=O)C=2C=C(C(=O)NO)C=CC2C)C=CC(=C1)NC1=C(C=C(C=C1)F)F (3-[2-Chloro-4-(2,4-difluoro-phenylamino)-benzoyl]-N-hydroxy-4-methyl-benzamide). The reactants are compound 337, ClC1=C(C(=O)C=2C=C(C(=O)O)C=CC2C)C=CC(=C1)NC1=C(C=C(C=C1)F)F (3-[2-Chloro-4-(2,4-difluorophenylamino)benzoyl]-4-methylbenzoic acid), CC(C(C)(C)[SiH2]ON)C (O-[(dimethyl-t-butyl)silyl]-hydroxylamine). Procedure details: Compound 424 (202 mg, 0.50 mmol) and O-[(dimethyl-t-butyl)silyl]-hydroxylamine (148 mg, 1.01 mmol) were treated as described for compound 337. Flash chromatography (ethyl acetate/petroleum ether: graduated from 67/33 to 100/0) provided the title compound. 13C NMR (DMSO-d6) δ 194.6, 162.9, 158.8 (dd), 155.8 (dd), 149.4, 139.5, 139.1, 133.6, 131.1, 130.3, 128.7, 127.0, 126.5 (m), 126.4, 124.1 (dd), 114.8, 111.9 (dd), 111.8, 105.0 (dd), 19.6 Starting materials: Cl (hydrogen chloride), C(C)N([Si]1(C(=C(C(=C1[Si](C)(C)C)C1=CC=CC=C1)C1=CC=CC=C1)[Si](C)(C)C)N(CC)CC)CC (1,1-bis(diethylamino)-3,4-diphenyl-2,5-bis(trimethylsilyl)silole). Run in CCOCC (ether). Conditions: time 20 hour. Yields the product Cl[Si]1(C(=C(C(=C1[Si](C)(C)C)C1=CC=CC=C1)C1=CC=CC=C1)[Si](C)(C)C)N(CC)CC (1-chloro-1-diethylamino-3,4-diphenyl-2,5-bis(trimethylsilyl)silole). Isolated yield 78.0%. As a reaction SMILES: [ClH:1].[CH2:2]([N:4]([CH2:35][CH3:36])[Si:5]1(N(CC)CC)[C:9]([Si:10]([CH3:13])([CH3:12])[CH3:11])=[C:8]([C:14]2[CH:19]=[CH:18][CH:17]=[CH:16][CH:15]=2)[C:7]([C:20]2[CH:25]=[CH:24][CH:23]=[CH:22][CH:21]=2)=[C:6]1[Si:26]([CH3:29])([CH3:28])[CH3:27])[CH3:3]>CCOCC>[Cl:1][Si:5]1([N:4]([CH2:35][CH3:36])[CH2:2][CH3:3])[C:9]([Si:10]([CH3:13])([CH3:12])[CH3:11])=[C:8]([C:14]2[CH:19]=[CH:18][CH:17]=[CH:16][CH:15]=2)[C:7]([C:20]2[CH:25]=[CH:24][CH:23]=[CH:22][CH:21]=2)=[C:6]1[Si:26]([CH3:29])([CH3:28])[CH3:27]. Reported procedure: Dry hydrogen chloride gas was blown into a 100 ml ether solution of 4.17 g of 1,1-bis(diethylamino)-3,4-diphenyl-2,5-bis(trimethylsilyl)silole at -78° C. for one hour. After distilling ether off, dichloromethane was added, and then 1.3 ml of triethylamine and 1 ml of diethylamine were added in order. After continuing stirring at room temperatures for 20 hours, the solvent was distilled off, and dry hexane was added to remove insoluble matters by filtering. Then, hexane was distilled off from the... Reactants: Brc1ccc2cc[nH]c2c1, O=C([O-])[O-], CI, CS(C)=O, [K+], [K+], O. Product: Cn1ccc2ccc(Br)cc21. RXN SMILES: [Br:1][c:2]1[cH:3][cH:4][c:5]2[cH:6][cH:7][nH:8][c:9]2[cH:10]1.[C:11](=[O:12])([O-:13])[O-:14].[CH3:17][I:18].[CH3:19][S:20](=[O:21])[CH3:22].[K+:15].[K+:16].[OH2:23]>>[Br:1][c:2]1[cH:3][cH:4][c:5]2[cH:6][cH:7][n:8]([CH3:11])[c:9]2[cH:10]1.